This data is from the Open Reaction Database (ORD), a public repository of structured organic reaction records. The task is: describe an organic reaction: reactants, conditions, products, and yield The reactants are C1(=CC=CC=C1)CCCCCCC=O (7-phenylheptanal), [C-]#N.[K+] (KCN), C(C)(=O)OCC (ethyl acetate). Solvent: O (water). Conditions: time 24 hour. The product is OC(C#N)CCCCCCC1=CC=CC=C1 (2-hydroxy-8-phenyloctanenitrile). As a reaction SMILES: C(OCC)(=O)C.[C:7]1([CH2:13][CH2:14][CH2:15][CH2:16][CH2:17][CH2:18][CH:19]=[O:20])[CH:12]=[CH:11][CH:10]=[CH:9][CH:8]=1.[C-:21]#[N:22].[K+]>O>[OH:20][CH:19]([CH2:18][CH2:17][CH2:16][CH2:15][CH2:14][CH2:13][C:7]1[CH:12]=[CH:11][CH:10]=[CH:9][CH:8]=1)[C:21]#[N:22] |f:2.3|. Procedure: A two-phase mixture of ethyl acetate (30 mL) and water (35 mL) containing 7-phenylheptanal (5.2 g) and KCN (7.1 g) was stirred vigorously at room temperature for 24 h. The layers were separated and the aqueous phase was washed with water, dried (Na2SO4) and concentrated to yield 2-hydroxy-8-phenyloctanenitrile as an oil. Reactants: C=CCC1CC(N=[N+]=[N-])CN1C(=O)OC(C)(C)C, C1CCOC1, CP(C)C, O. The product is C=CCC1CC(N)CN1C(=O)OC(C)(C)C. Reaction SMILES: [C:1](=[O:2])([O:3][C:4]([CH3:5])([CH3:6])[CH3:7])[N:8]1[CH:9]([CH2:16][CH:17]=[CH2:18])[CH2:10][CH:11]([N:13]=[N+:14]=[N-:15])[CH2:12]1.[CH2:24]1[O:25][CH2:26][CH2:27][CH2:28]1.[CH3:19][P:20]([CH3:21])[CH3:22].[OH2:23]>>[C:1](=[O:2])([O:3][C:4]([CH3:5])([CH3:6])[CH3:7])[N:8]1[CH:9]([CH2:16][CH:17]=[CH2:18])[CH2:10][CH:11]([NH2:13])[CH2:12]1. The reactants are ClCCCl, COc1cc(CC(=O)O)ccc1NC(=O)Nc1ccccc1C, CN(C)c1ccncc1, CCOC(C)=O, COC(=O)c1ccc(OCC2CCCN2)cc1, CN(C)C=O, On1nnc2ccccc21. Product: COC(=O)c1ccc(OCC2CCCN2C(=O)Cc2ccc(NC(=O)Nc3ccccc3C)c(OC)c2)cc1. Reaction SMILES: [CH2:41]([Cl:42])[CH2:43][Cl:44].[CH3:1][O:2][c:3]1[cH:4][c:5]([CH2:20][C:21](=[O:22])[OH:23])[cH:6][cH:7][c:8]1[NH:9][C:10](=[O:11])[NH:12][c:13]1[c:14]([CH3:19])[cH:15][cH:16][cH:17][cH:18]1.[CH3:55][N:56]([c:57]1[cH:58][cH:59][n:60][cH:61][cH:62]1)[CH3:63].[CH3:69][CH2:70][O:71][C:72]([CH3:73])=[O:74].[NH:24]1[CH:25]([CH2:29][O:30][c:31]2[cH:32][cH:33][c:34]([C:35](=[O:36])[O:37][CH3:38])[cH:39][cH:40]2)[CH2:26][CH2:27][CH2:28]1.[O:64]=[CH:65][N:66]([CH3:67])[CH3:68].[OH:45][n:46]1[c:47]2[c:48]([cH:49][cH:50][cH:51][cH:52]2)[n:53][n:54]1>>[CH3:1][O:2][c:3]1[cH:4][c:5]([CH2:20][C:21](=[O:23])[N:24]2[CH:25]([CH2:29][O:30][c:31]3[cH:32][cH:33][c:34]([C:35](=[O:36])[O:37][CH3:38])[cH:39][cH:40]3)[CH2:26][CH2:27][CH2:28]2)[cH:6][cH:7][c:8]1[NH:9][C:10](=[O:11])[NH:12][c:13]1[c:14]([CH3:19])[cH:15][cH:16][cH:17][cH:18]1. Reactants: Brc1ccc(Br)nc1, COCc1c(C(=O)c2ccccc2)ncc2[nH]c3ccc(O)cc3c12, CS(C)=O, CCOC(C)=O, [K+], [OH-], O. Product: COCc1c(C(=O)c2ccccc2)ncc2[nH]c3ccc(Oc4ccc(Br)cn4)cc3c12. RXN SMILES: [Br:28][c:29]1[n:30][cH:31][c:32]([Br:35])[cH:33][cH:34]1.[C:1]([c:2]1[cH:3][cH:4][cH:5][cH:6][cH:7]1)(=[O:8])[c:9]1[n:10][cH:11][c:12]2[nH:13][c:14]3[cH:15][cH:16][c:17]([OH:25])[cH:18][c:19]3[c:20]2[c:21]1[CH2:22][O:23][CH3:24].[CH3:37][S:38](=[O:39])[CH3:40].[CH3:41][CH2:42][O:43][C:44](=[O:45])[CH3:46].[K+:27].[OH-:26].[OH2:36]>>[C:1]([c:2]1[cH:3][cH:4][cH:5][cH:6][cH:7]1)(=[O:8])[c:9]1[n:10][cH:11][c:12]2[nH:13][c:14]3[cH:15][cH:16][c:17]([O:25][c:29]4[n:30][cH:31][c:32]([Br:35])[cH:33][cH:34]4)[cH:18][c:19]3[c:20]2[c:21]1[CH2:22][O:23][CH3:24]. Procedure: A solution of ethyl 4-isopropylsulfanylbenzoate (350 mg, 1.6 mmol) and H2O2 (180 μL of 30% w/v, 1.6 mmol) in AcOH (2 mL) was stirred at ambient temperature for 3 h. The mixture was poured into sat. aq. Na2CO3 and the pH was adjusted to 10 with solid Na2CO3. The mixture was extracted with EtOAc (3×). The organics were combined and washed with sat. aq. Na2CO3, water (2×), then brine. The organic layer was dried over magnesium sulfate and was evaporated to dryness. The residue was purified by colum... The solvent is CC(=O)O (AcOH). Reactants: C(=O)([O-])[O-].[Na+].[Na+] (Na2CO3), C(C)(C)SC1=CC=C(C(=O)OCC)C=C1 (ethyl 4-isopropylsulfanylbenzoate), OO (H2O2), C(=O)([O-])[O-].[Na+].[Na+] (Na2CO3). Reaction SMILES: [CH:1]([S:4][C:5]1[CH:15]=[CH:14][C:8]([C:9]([O:11][CH2:12][CH3:13])=[O:10])=[CH:7][CH:6]=1)([CH3:3])[CH3:2].OO.C([O-])([O-])=[O:19].[Na+].[Na+]>CC(O)=O>[CH:1]([S:4]([C:5]1[CH:15]=[CH:14][C:8]([C:9]([O:11][CH2:12][CH3:13])=[O:10])=[CH:7][CH:6]=1)=[O:19])([CH3:2])[CH3:3] |f:2.3.4|. The yield is 65.0%. Product: C(C)(C)S(=O)C1=CC=C(C(=O)OCC)C=C1 (ethyl 4-isopropylsulfinylbenzoate). The reactants are COc1c(C=O)cc(Br)cc1C(F)(F)F, CCCCCC, CCOC(OCC)OCC. The product is CCOC(OCC)c1cc(Br)cc(C(F)(F)F)c1OC. Reaction SMILES: [Br:1][c:2]1[cH:3][c:4]([C:12]([F:13])([F:14])[F:15])[c:5]([O:10][CH3:11])[c:6]([CH:7]=[O:8])[cH:9]1.[CH3:26][CH2:27][CH2:28][CH2:29][CH2:30][CH3:31].[CH:16]([O:17][CH2:18][CH3:19])([O:20][CH2:21][CH3:22])[O:23][CH2:24][CH3:25]>>[Br:1][c:2]1[cH:3][c:4]([C:12]([F:13])([F:14])[F:15])[c:5]([O:10][CH3:11])[c:6]([CH:16]([O:20][CH2:21][CH3:22])[O:23][CH2:24][CH3:25])[cH:9]1.